This data is from the Open Reaction Database (ORD), a public repository of structured organic reaction records. The task is: describe an organic reaction: reactants, conditions, products, and yield The reactants are NCCCCCC(=O)O (ε-aminocaproic acid), [OH-].[Na+] (NaOH), CS(=O)(=O)Cl (methanesulfonyl chloride). The product is CS(=O)(=O)C(C(=O)O)CCCCN (Methylsulfonyl-ε-aminocaproic acid). Reaction SMILES: [NH2:1][CH2:2][CH2:3][CH2:4][CH2:5][CH2:6][C:7]([OH:9])=[O:8].[OH-].[Na+].[CH3:12][S:13](Cl)(=[O:15])=[O:14]>>[CH3:12][S:13]([CH:6]([CH2:5][CH2:4][CH2:3][CH2:2][NH2:1])[C:7]([OH:9])=[O:8])(=[O:15])=[O:14] |f:1.2|. Procedure details: Analogously to Example 20a, 65.6 g of ε-aminocaproic acid are reacted with 40 ml of methanesulfonyl chloride in the presence of 2N NaOH and the mixture is worked up. The DCA salt is prepared, and 42.3 g of melting point 134° are obtained. Reactants: Cl, CCN(CC)CCn1nc2c3ccc(O)cc3sc3c(NCCN)ccc1c32. Product: CCN(CC)CCn1nc2c3ccc(O)cc3sc3c(N)ccc1c32. As a reaction SMILES: [ClH:29].[NH2:1][CH2:2][CH2:3][NH:4][c:5]1[c:6]2[c:7]3[c:8]([n:9][n:10]([CH2:14][CH2:15][N:16]([CH2:17][CH3:18])[CH2:19][CH3:20])[c:11]3[cH:12][cH:13]1)[c:21]1[c:22]([s:23]2)[cH:24][c:25]([OH:28])[cH:26][cH:27]1>>[NH2:4][c:5]1[c:6]2[c:7]3[c:8]([n:9][n:10]([CH2:14][CH2:15][N:16]([CH2:17][CH3:18])[CH2:19][CH3:20])[c:11]3[cH:12][cH:13]1)[c:21]1[c:22]([s:23]2)[cH:24][c:25]([OH:28])[cH:26][cH:27]1. The reactants are CCOC(=O)CCc1ccc(NC(=O)OC(C)(C)C)cc1, CC(C)C[Al]CC(C)C, Cc1ccccc1, C1CCOC1. The product is CC(C)(C)OC(=O)Nc1ccc(CCCO)cc1. As a reaction SMILES: [C:10]([CH3:11])([CH3:12])([CH3:13])[O:14][C:15](=[O:16])[NH:17][c:18]1[cH:19][cH:20][c:21]([CH2:24][CH2:25][C:26](=[O:27])[O:28][CH2:29][CH3:30])[cH:22][cH:23]1.[CH2:1]([Al:2][CH2:3][CH:4]([CH3:5])[CH3:6])[CH:7]([CH3:8])[CH3:9].[CH3:31][c:32]1[cH:33][cH:34][cH:35][cH:36][cH:37]1.[O:38]1[CH2:39][CH2:40][CH2:41][CH2:42]1>>[C:10]([CH3:11])([CH3:12])([CH3:13])[O:14][C:15](=[O:16])[NH:17][c:18]1[cH:19][cH:20][c:21]([CH2:24][CH2:25][CH2:26][OH:27])[cH:22][cH:23]1.